From a dataset of the Open Reaction Database (ORD), a public repository of structured organic reaction records. describe an organic reaction: reactants, conditions, products, and yield Starting materials: OC1CN(Cc2ccccc2)CC(CCl)C1O, CCO, Cl. The product is Cl, OC1CNCC(CCl)C1O. Reaction SMILES: [CH2:2]([c:3]1[cH:4][cH:5][cH:6][cH:7][cH:8]1)[N:9]1[CH2:10][CH:11]([OH:18])[CH:12]([OH:17])[CH:13]([CH2:15][Cl:16])[CH2:14]1.[CH3:19][CH2:20][OH:21].[ClH:1]>>[ClH:1].[NH:9]1[CH2:10][CH:11]([OH:18])[CH:12]([OH:17])[CH:13]([CH2:15][Cl:16])[CH2:14]1. Reactants: [N+](=O)([O-])C1=CC=C(CC2S[C@H]3N(C(=C2)C(=O)[O-])C(C3NC(C(=NOC)C=3N=C(SC3)NC=O)=O)=O)C=C1 (4-nitrobenzyl- 7-[2-(2-formamidothiazol-4-yl)-2-methoxyiminoacetamido]-3-cephem-4-carboxylate), C(C)(=O)O (acetic acid), O (water), [H][H] (hydrogen). Reagents/catalysts: [C].[Pd] (palladium carbon). Solvent: O1CCCC1 (tetrahydrofuran), CO (methanol). Yields the product C(=O)NC=1SC=C(N1)C(C(=O)NC1[C@@H]2N(C(=CCS2)C(=O)O)C1=O)=NOC (7-[2-(2 -formamidothiazol-4-yl)-2-methoxyiminoacetamido]-3-cephem-4-carboxylic acid). The yield is 79.6%. As a reaction SMILES: [N+](C1C=CC(C[CH:9]2[CH:14]=[C:13]([C:15]([O-:17])=[O:16])[N:12]3[C:18](=[O:35])[CH:19]([NH:20][C:21](=[O:34])[C:22]([C:26]4[N:27]=[C:28]([NH:31][CH:32]=[O:33])[S:29][CH:30]=4)=[N:23][O:24][CH3:25])[C@H:11]3[S:10]2)=CC=1)([O-])=O.C(O)(=O)C.O.[H][H]>[C].[Pd].O1CCCC1.CO>[CH:32]([NH:31][C:28]1[S:29][CH:30]=[C:26]([C:22](=[N:23][O:24][CH3:25])[C:21]([NH:20][CH:19]2[C:18](=[O:35])[N:12]3[C:13]([C:15]([OH:17])=[O:16])=[CH:14][CH2:9][S:10][C@H:11]23)=[O:34])[N:27]=1)=[O:33] |f:4.5|. Reported procedure: A suspension of 4-nitrobenzyl- 7-[2-(2-formamidothiazol-4-yl)-2-methoxyiminoacetamido]-3-cephem-4-carboxylate (anti isomer, 4.2 g.), 10% palladium carbon (1.7 g.), acetic acid (0.63 ml.), water (6.3 ml.), methanol (42 ml.), and tetrahydrofuran (84 ml.) was subjected to catalytic reduction in a hydrogen atmosphere at room temperature for 2 hours. After removing the catalyst by filtration, the filtrate was concentrated to a volume of about 15 ml. under reduced pressure. Water (30 ml.) and ethyl ac... Starting materials: CN(C(CN1C=C(C2=CC(=CC=C12)OCC1=CC=CC=C1)C=CC1=NN=NN1)=O)CCC1=CC=CC=C1 (N-methyl-N-phenethyl-2-[5-benzyloxy-3-(2-tetrazol-5-ylvinyl)indol-1-yl]acetamide), [H][H] (hydrogen). The reagents and catalysts are [Pd] (palladium on carbon). Solvent: C(C)O (ethanol). Product: CN(C(CN1C=C(C2=CC(=CC=C12)OCC1=CC=CC=C1)CCC1=NN=NN1)=O)CCC1=CC=CC=C1 (N-methyl-N-phenethyl-2-[5-benzyloxy-3-(2-tetrazol-5-yl)ethylindol-1-yl]acetamide). RXN SMILES: [CH3:1][N:2]([CH2:30][CH2:31][C:32]1[CH:37]=[CH:36][CH:35]=[CH:34][CH:33]=1)[C:3](=[O:29])[CH2:4][N:5]1[C:13]2[C:8](=[CH:9][C:10]([O:14][CH2:15][C:16]3[CH:21]=[CH:20][CH:19]=[CH:18][CH:17]=3)=[CH:11][CH:12]=2)[C:7]([CH:22]=[CH:23][C:24]2[NH:28][N:27]=[N:26][N:25]=2)=[CH:6]1.[H][H]>C(O)C.[Pd]>[CH3:1][N:2]([CH2:30][CH2:31][C:32]1[CH:37]=[CH:36][CH:35]=[CH:34][CH:33]=1)[C:3](=[O:29])[CH2:4][N:5]1[C:13]2[C:8](=[CH:9][C:10]([O:14][CH2:15][C:16]3[CH:17]=[CH:18][CH:19]=[CH:20][CH:21]=3)=[CH:11][CH:12]=2)[C:7]([CH2:22][CH2:23][C:24]2[NH:28][N:27]=[N:26][N:25]=2)=[CH:6]1. Procedure details: To a solution 0.2 g (0.42 mmoles) of N-methyl-N-phenethyl-2-[5-benzyloxy-3-(2-tetrazol-5-ylvinyl)indol-1-yl]acetamide in 30 ml of ethanol is added 0.08 g of 10% palladium on carbon and the mixture is shaken under 30 psi of hydrogen for 4 hours. The mixture is filtered and the filtrate concentrated in vacuo. The residue is crystallized from methylene chloride to give N-methyl-N-phenethyl-2-[5-benzyloxy-3-(2-tetrazol-5-yl)ethylindol-1-yl]acetamide. Starting materials: C(C)(=O)O (acetic acid), C1(=CC=CC=C1)CCC(=O)O (3-phenylpropionic acid), C(CCC)O (1-butanol), C1CCC(CC1)N=C=NC2CCCCC2 (DCC). The solvent is N1=CC=CC=C1 (pyridine). Conditions: time 24 hour. Yields the product C1(=CC=CC=C1)CCC(=O)OCCCC (butyl 3-phenylpropionate). Yield: 96.0%. As a reaction SMILES: [C:1]1([CH2:7][CH2:8][C:9]([OH:11])=[O:10])[CH:6]=[CH:5][CH:4]=[CH:3][CH:2]=1.[CH2:12](O)[CH2:13][CH2:14][CH3:15].C1CCC(N=C=NC2CCCCC2)CC1.C(O)(=O)C>N1C=CC=CC=1>[C:1]1([CH2:7][CH2:8][C:9]([O:11][CH2:12][CH2:13][CH2:14][CH3:15])=[O:10])[CH:6]=[CH:5][CH:4]=[CH:3][CH:2]=1. Procedure: To a mixture of 3-phenylpropionic acid (15.0 g) and 1-butanol (8.15 g) in pyridine (30 ml) pTSA (0.100 g) is added. When the solution is homogeneous, DCC (24.8 g) is added, and the solution is stirred at room temperature for 24 h. After addition of acetic acid (10 ml) the reaction mixture is worked up as in Example 1. A 96% yield of butyl 3-phenylpropionate is obtained, b. p. 112°-3° C. (1 mm Hg) [lit. (12), 91° C. (0.3 mm Hg)]. The reactants are saturated solution, ClC1=CC(=CC=C1)C(=O)OO (m-chloroperbenzoic acid), COC=1C=C2C=CN=CC2=CC1 (6-methoxy-isoquinoline), CO (methanol), Cl (hydrogen chloride). The solvent is C(C)OCC (diethyl ether), C(C)OCC (diethyl ether), ClCCl (dichloromethane). Run at time 3 hour. Yields the product Cl.COC=1C=C2C=C[N+](=CC2=CC1)[O-] (6-Methoxy-isoquinoline-N-oxide hydrochloride). Reaction SMILES: [Cl:1]C1C=CC=C(C(OO)=[O:9])C=1.[CH3:12][O:13][C:14]1[CH:15]=[C:16]2[C:21](=[CH:22][CH:23]=1)[CH:20]=[N:19][CH:18]=[CH:17]2.CO.Cl>ClCCl.C(OCC)C>[ClH:1].[CH3:12][O:13][C:14]1[CH:15]=[C:16]2[C:21](=[CH:22][CH:23]=1)[CH:20]=[N+:19]([O-:9])[CH:18]=[CH:17]2 |f:6.7|. Reported procedure: At room temperature 133 g of m-chloroperbenzoic acid (purity 75%) was added in portions to a stirred solution of 6-methoxy-isoquinoline [Hendrickson, J. B.; Rodriguez, C.; J. Org. Chem. 1983, 48, 3344-3346; 79.8 g; 500 mmol] in 1.2 L of dichloromethane. Stirring was continued for 3 hours and subsequently methanol (1 L) was added. The bulk was reduced to 700 mL after which 800 mL of a saturated solution of hydrogen chloride in diethyl ether was added. Dilution with 1.5 L of diethyl ether resulted... Starting materials: CCCCCCCCOc1cc(C(=O)OC)ccc1N(CCCl)CCCl, Cl. Yields the product CCCCCCCCOc1cc(C(=O)O)ccc1N(CCCl)CCCl. RXN SMILES: [Cl:1][CH2:2][CH2:3][N:4]([c:5]1[c:6]([O:15][CH2:16][CH2:17][CH2:18][CH2:19][CH2:20][CH2:21][CH2:22][CH3:23])[cH:7][c:8]([C:9](=[O:10])[O:11][CH3:12])[cH:13][cH:14]1)[CH2:24][CH2:25][Cl:26].[ClH:27]>>[Cl:1][CH2:2][CH2:3][N:4]([c:5]1[c:6]([O:15][CH2:16][CH2:17][CH2:18][CH2:19][CH2:20][CH2:21][CH2:22][CH3:23])[cH:7][c:8]([C:9](=[O:10])[OH:11])[cH:13][cH:14]1)[CH2:24][CH2:25][Cl:26]. Starting materials: [BH-](OC(=O)C)(OC(=O)C)OC(=O)C.[Na+] (NaBH(OAc)3), C(C)=O (Acetaldehyde), C(C)(=O)O (acetic acid), [N+](=O)([O-])C=1C=C2C(=NC1)NN=C2N (5-nitro-1H-pyrazolo[3,4-b]pyridin-3-amine). Solvent: C1CCOC1.ClC(C)Cl (THF dichloroethane), C(C)(=O)OCC (ethyl acetate). Conditions: time 60 hour. Yields the product C(C)N(C1=NNC2=NC=C(C=C21)[N+](=O)[O-])CC (N,N-diethyl-5-nitro-1H-pyrazolo[3,4-b]pyridin-3-amine). Yield: 16.0%. RXN SMILES: [CH:1](=O)[CH3:2].[C:4](O)(=O)[CH3:5].[N+:8]([C:11]1[CH:12]=[C:13]2[C:19]([NH2:20])=[N:18][NH:17][C:14]2=[N:15][CH:16]=1)([O-:10])=[O:9].[BH-](OC(C)=O)(OC(C)=O)OC(C)=O.[Na+]>C1COCC1.ClC(Cl)C.C(OCC)(=O)C>[CH2:4]([N:20]([CH2:1][CH3:2])[C:19]1[C:13]2[C:14](=[N:15][CH:16]=[C:11]([N+:8]([O-:10])=[O:9])[CH:12]=2)[NH:17][N:18]=1)[CH3:5] |f:3.4,5.6|. Reported procedure: Acetaldehyde (0.258 g, 5.86 mmol) and a drop of acetic acid were added to a solution of 5-nitro-1H-pyrazolo[3,4-b]pyridin-3-amine (0.105 g, 0.586 mmol) in THF/dichloroethane (“DCE”) (12 mL, 1:1). NaBH(OAc)3 (1.24 g, 5.86 mmol) was added, and the mixture was left at room temperature for 60 hours. The reaction mixture was diluted with ethyl acetate (50 mL) and quenched with water (10 mL). The aqueous layer was extracted with ethyl acetate (2×50 mL). The combined organic layers were dried, filtered... The reactants are BrC1=NC=C(C=C1N(C)C)C1=CC=C(C=C1)Cl ([2-bromo-5-(4-chlorophenyl)pyridin-3-yl]dimethylamine), C[Si](C)(C)C#C (trimethylsilylacetylene). Product: ClC1=CC=C(C=C1)C=1C=C(C(=NC1)C#C[Si](C)(C)C)N(C)C ([5-(4-chlorophenyl)-2-trimethylsilanylethynylpyridin-3-yl]dimethylamine). Reaction SMILES: Br[C:2]1[C:7]([N:8]([CH3:10])[CH3:9])=[CH:6][C:5]([C:11]2[CH:16]=[CH:15][C:14]([Cl:17])=[CH:13][CH:12]=2)=[CH:4][N:3]=1.[CH3:18][Si:19]([C:22]#[CH:23])([CH3:21])[CH3:20]>>[Cl:17][C:14]1[CH:15]=[CH:16][C:11]([C:5]2[CH:6]=[C:7]([N:8]([CH3:10])[CH3:9])[C:2]([C:23]#[C:22][Si:19]([CH3:21])([CH3:20])[CH3:18])=[N:3][CH:4]=2)=[CH:12][CH:13]=1. Procedure: The product was prepared analogously to Example 7.1c starting from [2-bromo-5-(4-chlorophenyl)pyridin-3-yl]dimethylamine and trimethylsilylacetylene. Yield: 0.50 g (quant. yield); C18H21ClN2Si (M=328.911); calc.: molpeak (M+H)+:329/331 (Cl); found: molpeak (M+H)+:329/331 (Cl); HPLC-MS: 7.41 minutes (method B). Starting materials: O=C([O-])[O-], CCCCBr, CN(C)C=O, CCCCCC1CCC(COc2ccc(O)c(F)c2F)CC1, [K+], [K+]. Product: CCCCCC1CCC(COc2ccc(OCCCC)c(F)c2F)CC1. RXN SMILES: [C:28](=[O:29])([O-:30])[O-:31].[CH2:23]([CH2:24][CH2:25][CH3:26])[Br:27].[CH3:34][N:35]([CH3:36])[CH:37]=[O:38].[F:1][c:2]1[c:3]([OH:22])[cH:4][cH:5][c:6]([O:9][CH2:10][CH:11]2[CH2:12][CH2:13][CH:14]([CH2:17][CH2:18][CH2:19][CH2:20][CH3:21])[CH2:15][CH2:16]2)[c:7]1[F:8].[K+:32].[K+:33]>>[F:1][c:2]1[c:3]([O:22][CH2:23][CH2:24][CH2:25][CH3:26])[cH:4][cH:5][c:6]([O:9][CH2:10][CH:11]2[CH2:12][CH2:13][CH:14]([CH2:17][CH2:18][CH2:19][CH2:20][CH3:21])[CH2:15][CH2:16]2)[c:7]1[F:8]. The reactants are CN(C)Cc1ccc(CSCCN)o1, CC#N, CSC(=C[N+](=O)[O-])Nc1cccc(-c2csc(NC(=N)N)n2)c1. Yields the product CN(C)Cc1ccc(CSCCNC(=C[N+](=O)[O-])Nc2cccc(-c3csc(NC(=N)N)n3)c2)o1. Reaction SMILES: [CH3:24][N:25]([CH3:26])[CH2:27][c:28]1[cH:29][cH:30][c:31]([CH2:33][S:34][CH2:35][CH2:36][NH2:37])[o:32]1.[CH3:38][C:39]#[N:40].[NH:1]([C:2](=[NH:3])[NH2:4])[c:5]1[s:6][cH:7][c:8](-[c:10]2[cH:11][c:12]([NH:16][C:17](=[CH:18][N+:19](=[O:20])[O-:21])[S:22][CH3:23])[cH:13][cH:14][cH:15]2)[n:9]1>>[NH:1]([C:2](=[NH:3])[NH2:4])[c:5]1[s:6][cH:7][c:8](-[c:10]2[cH:11][c:12]([NH:16][C:17](=[CH:18][N+:19](=[O:20])[O-:21])[NH:37][CH2:36][CH2:35][S:34][CH2:33][c:31]3[cH:30][cH:29][c:28]([CH2:27][N:25]([CH3:24])[CH3:26])[o:32]3)[cH:13][cH:14][cH:15]2)[n:9]1.